Dataset: the Open Reaction Database (ORD), a public repository of structured organic reaction records. Task: describe an organic reaction: reactants, conditions, products, and yield The reactants are Cc1cc(-c2ccc(C#N)nc2)n[nH]1, O=C1CCC(=O)N1Cl. Yields the product Cc1[nH]nc(-c2ccc(C#N)nc2)c1Cl. As a reaction SMILES: [CH3:1][c:2]1[cH:3][c:4](-[c:7]2[cH:8][cH:9][c:10]([C:13]#[N:14])[n:11][cH:12]2)[n:5][nH:6]1.[Cl:15][N:16]1[C:17](=[O:18])[CH2:19][CH2:20][C:21]1=[O:22]>>[CH3:1][c:2]1[c:3]([Cl:15])[c:4](-[c:7]2[cH:8][cH:9][c:10]([C:13]#[N:14])[n:11][cH:12]2)[n:5][nH:6]1.